Dataset: the Open Reaction Database (ORD), a public repository of structured organic reaction records. Task: describe an organic reaction: reactants, conditions, products, and yield Yield: 99.8%. Conditions: time 15 minute. Procedure details: NaH (60% dispersion in mineral oil, 8.02 g, 200.49 mmole) was washed with hexanes, then was suspended in dry DMF (530 mL). Solid ethyl indole-2-carboxylate (25.29 g, 133.66 mmole) was added portionwise over 5-10 min, allowing gas evolution to subside between additions. When the addition was complete, the yellow mixture was stirred for 15 min, then methyl iodide (42 mL, 668.3 mmole) was added all at once. The reaction was exothermic, and the internal temperature rose to 40-45° C. After 1 hr, the ... Product: CN1C(=CC2=CC=CC=C12)C(=O)OCC (Ethyl 1-methyl-1H-indole-2-carboxylate). The solvent is CN(C)C=O (DMF), hexanes. RXN SMILES: [H-].[Na+].[NH:3]1[C:11]2[C:6](=[CH:7][CH:8]=[CH:9][CH:10]=2)[CH:5]=[C:4]1[C:12]([O:14][CH2:15][CH3:16])=[O:13].[CH3:17]I>CN(C=O)C>[CH3:17][N:3]1[C:11]2[C:6](=[CH:7][CH:8]=[CH:9][CH:10]=2)[CH:5]=[C:4]1[C:12]([O:14][CH2:15][CH3:16])=[O:13] |f:0.1|. Starting materials: N1C(=CC2=CC=CC=C12)C(=O)OCC (ethyl indole-2-carboxylate), [H-].[Na+] (NaH), CI (methyl iodide). Reactants: CC(C)OC(C)C, CC(C)(C)OC(=O)CCc1cccc(-c2nc(=O)c3ccccc3s2)n1, O=C(O)C(F)(F)F. The product is O=C(O)CCc1cccc(-c2nc(=O)c3ccccc3s2)n1. As a reaction SMILES: [CH:27]([O:28][CH:29]([CH3:30])[CH3:31])([CH3:32])[CH3:33].[O:1]=[c:2]1[n:3][c:4](-[c:12]2[cH:13][cH:14][cH:15][c:16]([CH2:18][CH2:19][C:20](=[O:21])[O:22][C:23]([CH3:24])([CH3:25])[CH3:26])[n:17]2)[s:5][c:6]2[c:7]1[cH:8][cH:9][cH:10][cH:11]2.[OH:34][C:35]([C:36]([F:37])([F:38])[F:39])=[O:40]>>[O:1]=[c:2]1[n:3][c:4](-[c:12]2[cH:13][cH:14][cH:15][c:16]([CH2:18][CH2:19][C:20](=[O:21])[OH:22])[n:17]2)[s:5][c:6]2[c:7]1[cH:8][cH:9][cH:10][cH:11]2. Product: CCC(C)(C)c1cc(C(=O)O)c(O)c(C(C)(C)CC)c1. Reactants: CCC(C)(C)c1ccc(O)c(C(C)(C)CC)c1, CN(C)C=O, Cc1ccccc1, [K+], [OH-]. Reaction SMILES: [C:1]([CH3:2])([CH3:3])([CH2:4][CH3:5])[c:6]1[c:7]([OH:17])[cH:8][cH:9][c:10]([C:12]([CH3:13])([CH3:14])[CH2:15][CH3:16])[cH:11]1.[CH3:20][N:21]([CH:22]=[O:23])[CH3:24].[CH3:25][c:26]1[cH:27][cH:28][cH:29][cH:30][cH:31]1.[K+:19].[OH-:18]>>[C:1]([CH3:2])([CH3:3])([CH2:4][CH3:5])[c:6]1[c:7]([OH:17])[c:8]([C:22](=[O:18])[OH:23])[cH:9][c:10]([C:12]([CH3:13])([CH3:14])[CH2:15][CH3:16])[cH:11]1. Starting materials: NCC(=O)N[C@@H](C(C)C)C(=O)NCC(=O)OCC1=CC=CC=C1 (H-Gly-Val-Gly-OBzl), CN1CCOCC1 (NMM), KHCO3, [Na+].[Cl-] (NaCl), CN1CCOCC1 (N-methylmorpholine), ClC(=O)OCC(C)C (isobutyl chloroformate), N([C@@H](CC1=CC=CC=C1)C(=O)O)C(=O)OC(C)(C)C (Boc-Phe-OH). Solvent: CN(C=O)C (DMF), CN(C=O)C (dimethylformamide). Conditions: temperature 0 celsius, time 2 hour. Yields the product N([C@@H](CC1=CC=CC=C1)C(=O)NCC(=O)N[C@@H](C(C)C)C(=O)NCC(=O)OCC1=CC=CC=C1)C(=O)OC(C)(C)C (Boc-Phe-Gly-Val-Gly-OBzl). Yield: 81.5%. RXN SMILES: [NH:1]([C:13]([O:15][C:16]([CH3:19])([CH3:18])[CH3:17])=[O:14])[C@H:2]([C:10]([OH:12])=O)[CH2:3][C:4]1[CH:9]=[CH:8][CH:7]=[CH:6][CH:5]=1.CN1CCOCC1.ClC(OCC(C)C)=O.[NH2:35][CH2:36][C:37]([NH:39][C@H:40]([C:44]([NH:46][CH2:47][C:48]([O:50][CH2:51][C:52]1[CH:57]=[CH:56][CH:55]=[CH:54][CH:53]=1)=[O:49])=[O:45])[CH:41]([CH3:43])[CH3:42])=[O:38].[Na+].[Cl-]>CN(C)C=O>[NH:1]([C:13]([O:15][C:16]([CH3:19])([CH3:18])[CH3:17])=[O:14])[C@H:2]([C:10]([NH:35][CH2:36][C:37]([NH:39][C@H:40]([C:44]([NH:46][CH2:47][C:48]([O:50][CH2:51][C:52]1[CH:57]=[CH:56][CH:55]=[CH:54][CH:53]=1)=[O:49])=[O:45])[CH:41]([CH3:43])[CH3:42])=[O:38])=[O:12])[CH2:3][C:4]1[CH:5]=[CH:6][CH:7]=[CH:8][CH:9]=1 |f:4.5|. Procedure: Boc-Phe-OH (9.16 g, 34.54 mmol) was dissolved in 100 ml of dimethylformamide (DMF), cooled to 0° C. and N-methylmorpholine (NMM) (3.83 ml) added. The solution was cooled to -15° C. and isobutyl chloroformate (IBCF) (3.96 ml, 30 mmol) was added slowly under stirring while maintaining the temperature at -15°±1° C. After stirring at this temperature for 15 minutes, a precooled solution of II (9.4 g, 21.59 mmol) and NMM (2.4 ml) in DMF (40 ml) was added and stirring continued for two hours at ice-ba... Reactants: C(C#C)N1CC2=CC=CC=C2CC1 (2-Propargyl-1,2,3,4-tetrahydroisoquinoline), BrC1=CC(=CC=C1)[N+](=O)[O-] (1-bromo-3-nitrobenzene). Reagents/catalysts: [Cu]I (CuI), C=1C=CC(=CC1)[P](C=2C=CC=CC2)(C=3C=CC=CC3)[Pd]([P](C=4C=CC=CC4)(C=5C=CC=CC5)C=6C=CC=CC6)([P](C=7C=CC=CC7)(C=8C=CC=CC8)C=9C=CC=CC9)[P](C=1C=CC=CC1)(C=1C=CC=CC1)C=1C=CC=CC1 (Pd(PPh3)4). The solvent is C(C)N(CC)CC (triethylamine). Reaction conditions: temperature 90 celsius. The product is [N+](=O)([O-])C=1C=C(C=CC1)C#CCN1CC2=CC=CC=C2CC1 (2-[3-(3-Nitrophenyl)prop-2-ynyl]-1,2,3,4-tetrahydroisoquinoline). Isolated yield 66.1%. RXN SMILES: [CH2:1]([N:4]1[CH2:13][CH2:12][C:11]2[C:6](=[CH:7][CH:8]=[CH:9][CH:10]=2)[CH2:5]1)[C:2]#[CH:3].Br[C:15]1[CH:20]=[CH:19][CH:18]=[C:17]([N+:21]([O-:23])=[O:22])[CH:16]=1>C(N(CC)CC)C.[Cu]I.C1C=CC([P]([Pd]([P](C2C=CC=CC=2)(C2C=CC=CC=2)C2C=CC=CC=2)([P](C2C=CC=CC=2)(C2C=CC=CC=2)C2C=CC=CC=2)[P](C2C=CC=CC=2)(C2C=CC=CC=2)C2C=CC=CC=2)(C2C=CC=CC=2)C2C=CC=CC=2)=CC=1>[N+:21]([C:17]1[CH:16]=[C:15]([C:3]#[C:2][CH2:1][N:4]2[CH2:13][CH2:12][C:11]3[C:6](=[CH:7][CH:8]=[CH:9][CH:10]=3)[CH2:5]2)[CH:20]=[CH:19][CH:18]=1)([O-:23])=[O:22] |^1:36,38,57,76|. Procedure: To a solution of 81 (2.06 g, 10.2 mmol) in anhydrous triethylamine (30 mL) were sequentially added 1-bromo-3-nitrobenzene (1.83 g, 10.67 mmol), CuI (0.39 g, 2.05 mmol) and Pd(PPh3)4 (1.17 g, 1.0 mmol). The mixture was heated at 90° C. for 1 hour before it was filtered through Celite® and the filtrate was diluted with EtOAc (150 mL). The resulting solution was washed with water (100 mL), brine (100 mL), dried over Na2SO4 and concentrated. The residue was purified via flash silica gel chromatograp...